From a dataset of the Open Reaction Database (ORD), a public repository of structured organic reaction records. describe an organic reaction: reactants, conditions, products, and yield Reported procedure: 1'-Benzyl-4-methoxyxanthene-9-spiro-4'-piperidine is demethylated using 45% w/v hydrobromic acid in glacial acetic acid as described in Example 4 to give 1'-benzyl-4-hydroxyxanthene-9-spiro-4'-piperidine converted to its hydrochloride, m.p. 164° C. on recrystallisation from ethanol-ether. Yields the product C(C1=CC=CC=C1)N1CCC2(CC1)C1=CC=CC=C1OC=1C(=CC=CC12)O (1'-benzyl-4-hydroxyxanthene-9-spiro-4'-piperidine). Solvent: C(C)(=O)O (acetic acid). Starting materials: C(C1=CC=CC=C1)N1CCC2(CC1)C1=CC=CC=C1OC=1C(=CC=CC12)OC (1'-Benzyl-4-methoxyxanthene-9-spiro-4'-piperidine), Br (hydrobromic acid). RXN SMILES: [CH2:1]([N:8]1[CH2:13][CH2:12][C:11]2([C:26]3[CH:25]=[CH:24][CH:23]=[C:22]([O:27]C)[C:21]=3[O:20][C:19]3[C:14]2=[CH:15][CH:16]=[CH:17][CH:18]=3)[CH2:10][CH2:9]1)[C:2]1[CH:7]=[CH:6][CH:5]=[CH:4][CH:3]=1.Br>C(O)(=O)C>[CH2:1]([N:8]1[CH2:13][CH2:12][C:11]2([C:26]3[CH:25]=[CH:24][CH:23]=[C:22]([OH:27])[C:21]=3[O:20][C:19]3[C:14]2=[CH:15][CH:16]=[CH:17][CH:18]=3)[CH2:10][CH2:9]1)[C:2]1[CH:7]=[CH:6][CH:5]=[CH:4][CH:3]=1. The reactants are COC(=O)C=1SC=2C(COC3=C(C2N1)C=C(C=C3)Br)N(C)C (9-Bromo-4-dimethylamino-4,5-dihydro-6-oxa-3-thia-1-aza-benzo[e]azulene-2-carboxylic acid methyl ester), C1=CC=C(C=C1)P(C2=CC=CC=C2)C3=CC=CC=C3 (PPh3), CC(C)(C#C)O (2-methylbut-3-yn-2-ol). Reagents/catalysts: CC(=O)[O-].CC(=O)[O-].[Pd+2] (Pd(OAc)2), [Cu]I (CuI). Run in TEA, CN(C)C=O (DMF). Reaction conditions: temperature 80 celsius. Product: COC(=O)C=1SC=2C(COC3=C(C2N1)C=C(C=C3)C#CC(C)(C)O)N(C)C (4-Dimethylamino-9-(3-hydroxy-3-methyl-but-1-ynyl)-4,5-dihydro-6-oxa-3-thia-1-aza-benzo[e]azulene-2-carboxylic acid methyl ester). Yield: 41.7%. RXN SMILES: [CH3:1][O:2][C:3]([C:5]1[S:6][C:7]2[CH:8]([N:20]([CH3:22])[CH3:21])[CH2:9][O:10][C:11]3[CH:18]=[CH:17][C:16](Br)=[CH:15][C:12]=3[C:13]=2[N:14]=1)=[O:4].C1C=CC(P(C2C=CC=CC=2)C2C=CC=CC=2)=CC=1.[CH3:42][C:43]([OH:47])([C:45]#[CH:46])[CH3:44]>CN(C=O)C.CC([O-])=O.CC([O-])=O.[Pd+2].[Cu]I>[CH3:1][O:2][C:3]([C:5]1[S:6][C:7]2[CH:8]([N:20]([CH3:22])[CH3:21])[CH2:9][O:10][C:11]3[CH:18]=[CH:17][C:16]([C:46]#[C:45][C:43]([OH:47])([CH3:44])[CH3:42])=[CH:15][C:12]=3[C:13]=2[N:14]=1)=[O:4] |f:4.5.6|. Procedure: To a stirred mixture of 9-Bromo-4-dimethylamino-4,5-dihydro-6-oxa-3-thia-1-aza-benzo[e]azulene-2-carboxylic acid methyl ester (120 mg, 0.31 mmol) in TEA (5 mL) and DMF (1 mL) were added Pd(OAc)2 (7.0 mg, 0.03 mmol), PPh3 (24.6 mg, 0.09 mmol), CuI (11.9 mg, 0.06 mmol), 2-methylbut-3-yn-2-ol (131.5 mg, 1.56 mmol). The reaction mixture was degassed with N2 and heated in autoclave at 80° C. overnight. Then the mixture was cooled to room temperature, and EtOAc was added. The mixture was filtered thou... Starting materials: FC1=C(C=C2CCC(N(C2=C1)C)=O)B1OC(C(O1)(C)C)(C)C (7-fluoro-1-methyl-6-(4,4,5,5-tetramethyl-[1,3,2]dioxaborolan-2-yl)-3,4-dihydro-1H-quinolin-2-one), C(C)(C)(C)OC(NCCOC=1C=NC=C(C1)Br)=O ([2-(5-bromo-pyridin-3-yloxy)-ethyl]-carbamic acid tert-butyl ester). Product: C(C)(C)(C)OC(NCCOC=1C=NC=C(C1)C=1C=C2CCC(N(C2=CC1F)C)=O)=O ({2-[5-(7-Fluoro-1-methyl-2-oxo-1,2,3,4-tetrahydro-quinolin-6-yl)-pyridin-3-yloxy]-ethyl}-carbamic acid tert-butyl ester). As a reaction SMILES: [F:1][C:2]1[CH:11]=[C:10]2[C:5]([CH2:6][CH2:7][C:8](=[O:13])[N:9]2[CH3:12])=[CH:4][C:3]=1B1OC(C)(C)C(C)(C)O1.[C:23]([O:27][C:28](=[O:40])[NH:29][CH2:30][CH2:31][O:32][C:33]1[CH:34]=[N:35][CH:36]=[C:37](Br)[CH:38]=1)([CH3:26])([CH3:25])[CH3:24]>>[C:23]([O:27][C:28](=[O:40])[NH:29][CH2:30][CH2:31][O:32][C:33]1[CH:34]=[N:35][CH:36]=[C:37]([C:3]2[CH:4]=[C:5]3[C:10](=[CH:11][C:2]=2[F:1])[N:9]([CH3:12])[C:8](=[O:13])[CH2:7][CH2:6]3)[CH:38]=1)([CH3:26])([CH3:24])[CH3:25]. Reported procedure: In analogy to the procedure described for the preparation of example 45, 7-fluoro-1-methyl-6-(4,4,5,5-tetramethyl-[1,3,2]dioxaborolan-2-yl)-3,4-dihydro-1H-quinolin-2-one (intermediate A-22) has been coupled to [2-(5-bromo-pyridin-3-yloxy)-ethyl]-carbamic acid tert-butyl ester (intermediate A-7) to give the title compound as a yellow waxy solid. MS: 416.4 (M+H+). Starting materials: COC=1C=C(C=CC(=O)OC)C=CC1 (methyl m-methoxycinnamate), [H-].C(C(C)C)[Al+]CC(C)C (diisobutylaluminum hydride), Cl (hydrochloric acid), [H-].C(C(C)C)[Al+]CC(C)C (Diisobutylaluminum hydride), C(C)(=O)OCC.CCCCCC (ethyl acetate hexane). Run in C1(=CC=CC=C1)C (toluene). Product: COC=1C=C(C=CCO)C=CC1 (m-methoxycinnamyl alcohol). Isolated yield 71.0%. As a reaction SMILES: [CH3:1][O:2][C:3]1[CH:4]=[C:5]([CH:12]=[CH:13][CH:14]=1)[CH:6]=[CH:7][C:8](OC)=[O:9].[H-].C([Al+]CC(C)C)C(C)C.C(OCC)(=O)C.CCCCCC.Cl>C1(C)C=CC=CC=1>[CH3:1][O:2][C:3]1[CH:4]=[C:5]([CH:12]=[CH:13][CH:14]=1)[CH:6]=[CH:7][CH2:8][OH:9] |f:1.2,3.4|. Procedure: The methyl m-methoxycinnamate was taken up in 50 ml of anhydrous toluene and chilled to -70° under nitrogen. Diisobutylaluminum hydride (54 ml; 83 mM; 1.54M in toluene) was added dropwise through a side-arm addition funnel. Some starting material remained as detected by TLC (35% ethyl acetate/hexane on silica gel) so a further 15 ml of diisobutylaluminum hydride was added. The reaction was allowed to warm to room temperature and then carefully quenched with water at 0° giving an emulsion. The em... Reactants: CC=1N=C(SC1C(=O)OCC)N1C(N(CC1)C1=CC=CC=C1)=O (ethyl 4-methyl-2-(2-oxo-3-phenylimidazolidin-1-yl)thiazole-5-carboxylate), CC=1N=C(SC1)N1C(N(CC1)CC1=CC=C(C(=O)OC)C=C1)=O (methyl 4-((3-(4-methylthiazol-2-yl)-2-oxoimidazolidin-1-yl)methyl)benzoate). Yields the product CC=1N=C(SC1)N1C(N(CC1)CC1=CC=C(C(=O)O)C=C1)=O (4-((3-(4-methylthiazol-2-yl)-2-oxoimidazolidin-1-yl)methyl)benzoic acid). Isolated yield 65.0%. Reaction SMILES: CC1N=C(N2CCN(C3C=CC=CC=3)C2=O)SC=1C(OCC)=O.[CH3:24][C:25]1[N:26]=[C:27]([N:30]2[CH2:34][CH2:33][N:32]([CH2:35][C:36]3[CH:45]=[CH:44][C:39]([C:40]([O:42]C)=[O:41])=[CH:38][CH:37]=3)[C:31]2=[O:46])[S:28][CH:29]=1>>[CH3:24][C:25]1[N:26]=[C:27]([N:30]2[CH2:34][CH2:33][N:32]([CH2:35][C:36]3[CH:45]=[CH:44][C:39]([C:40]([OH:42])=[O:41])=[CH:38][CH:37]=3)[C:31]2=[O:46])[S:28][CH:29]=1. Procedure details: Following the procedure as described in Example 6, making variations as required to replace ethyl 4-methyl-2-(2-oxo-3-phenylimidazolidin-1-yl)thiazole-5-carboxylate with methyl 4-((3-(4-methylthiazol-2-yl)-2-oxoimidazolidin-1-yl)methyl)benzoate, the title compound was obtained in 65% yield: mp 222-224° C.; 1H NMR (300 MHz, CDCl3) δ 7.89 (d, J=8.4 Hz, 2H), 7.38 (d, J=8.4 Hz, 2H), 6.65 (s, 1H), 4.52 (s, 2H), 3.98-3.93 (m, 2H), 3.45-3.40 (m, 2H), 2.19 (s, 3H); MS (ES+) m/z 318.2 (M+1). The reactants are ClC=1C2=C(N=C(N1)C)C(=CN2C)C2=C(C=C(C=C2C)C)C (4-chloro-2,5-dimethyl-7-(2,4,6-trimethyl-phenyl)-5H-pyrrolo[3,2-d]pyrimidine), CCC(CC)O (3-pentanol), [H-].[Na+] (NaH), oil. Run in C1CCOC1 (THF), C1CCOC1 (THF). Conditions: time 5 minute. The product is C(C)C(CC)OC=1C2=C(N=C(N1)C)C(=CN2C)C2=C(C=C(C=C2C)C)C (4-(1-Ethyl-propoxy)-2,5-dimethyl-7-(2,4,6-trimethyl-phenyl)-5H-pyrrolo[3,2-d]py-rimidine). Reaction SMILES: [CH3:1][CH2:2][CH:3]([OH:6])[CH2:4][CH3:5].[H-].[Na+].Cl[C:10]1[C:11]2[N:19]([CH3:20])[CH:18]=[C:17]([C:21]3[C:26]([CH3:27])=[CH:25][C:24]([CH3:28])=[CH:23][C:22]=3[CH3:29])[C:12]=2[N:13]=[C:14]([CH3:16])[N:15]=1>C1COCC1>[CH2:2]([CH:3]([O:6][C:10]1[C:11]2[N:19]([CH3:20])[CH:18]=[C:17]([C:21]3[C:26]([CH3:27])=[CH:25][C:24]([CH3:28])=[CH:23][C:22]=3[CH3:29])[C:12]=2[N:13]=[C:14]([CH3:16])[N:15]=1)[CH2:4][CH3:5])[CH3:1] |f:1.2|. Procedure: To a solution of 3-pentanol (0.09 ml, 0.883 mmol) in dry THF was added 60% NaH in oil (20 mg, 0.500 mmol) and stirred for 5 min. A solution of 4-chloro-2,5-dimethyl-7-(2,4,6-trimethyl-phenyl)-5H-pyrrolo[3,2-d]pyrimidine (50 mg, 0.166 mmol) in dry THF was added to the reaction mixture and the resulting mixture was heated at reflux for 2 hr. The mixture was quenched with water, extracted with ethyl acetate. The organic layer was washed with brine, separated, dried and concentrated to dryness to gi... The reactants are COC=1C=C(CN)C=CC1OC (3,4-dimethoxybenzylamine), ClC=1N=C(C2=C(N1)SC(=C2)C)Cl (2,4-dichloro-6-methyl-thieno-[2,3-d]-pyrimidine). Yields the product ClC=1N=C(C2=C(N1)SC(=C2)C)NCC2=CC(=C(C=C2)OC)OC (2-chloro-6-methyl-4-(3,4-dimethoxybenzylamino)-thieno-[2,3-d]-pyrimidine). Reaction SMILES: [CH3:1][O:2][C:3]1[CH:4]=[C:5]([CH:8]=[CH:9][C:10]=1[O:11][CH3:12])[CH2:6][NH2:7].[Cl:13][C:14]1[N:15]=[C:16](Cl)[C:17]2[CH:22]=[C:21]([CH3:23])[S:20][C:18]=2[N:19]=1>>[Cl:13][C:14]1[N:15]=[C:16]([NH:7][CH2:6][C:5]2[CH:8]=[CH:9][C:10]([O:11][CH3:12])=[C:3]([O:2][CH3:1])[CH:4]=2)[C:17]2[CH:22]=[C:21]([CH3:23])[S:20][C:18]=2[N:19]=1. Reported procedure: Following the procedure of Example 1, the reaction of 3,4-dimethoxybenzylamine with 2,4-dichloro-6-methyl-thieno-[2,3-d]-pyrimidine yields 2-chloro-6-methyl-4-(3,4-dimethoxybenzylamino)-thieno-[2,3-d]-pyrimidine.